Dataset: the Open Reaction Database (ORD), a public repository of structured organic reaction records. Task: describe an organic reaction: reactants, conditions, products, and yield The reactants are O=C(CBr)c1cccc(C(F)(F)F)c1, CCO, [K+], O, N#C[S-]. The product is N#CSCC(=O)c1cccc(C(F)(F)F)c1. Reaction SMILES: [Br:1][CH2:2][C:3](=[O:4])[c:5]1[cH:6][c:7]([C:11]([F:12])([F:13])[F:14])[cH:8][cH:9][cH:10]1.[CH3:19][CH2:20][OH:21].[K+:15].[OH2:22].[S-:16][C:17]#[N:18]>>[CH2:2]([C:3](=[O:4])[c:5]1[cH:6][c:7]([C:11]([F:12])([F:13])[F:14])[cH:8][cH:9][cH:10]1)[S:16][C:17]#[N:18]. Reactants: [BH4-].[Na+] (sodium borohydride), COC1=C(C=CC=C1)C1=CN(C2=NC=C(C=C21)C2=CC(=NC=C2)C(C(=O)N(C)C)=O)S(=O)(=O)C2=CC=C(C=C2)C (2-{4-[3-(2-Methoxy-phenyl)-1-(toluene-4-sulfonyl)-1H-pyrrolo[2,3-b]pyridin-5-yl]-pyridin-2-yl}-N,N-dimethyl-2-oxo-acetamide), [OH-].[Na+] (sodium hydroxide), [OH-].[Na+] (sodium hydroxide). Run in C(C)O (ethanol). Reaction conditions: time 4 hour. Yields the product COC1=C(C=CC=C1)C1=CNC2=NC=C(C=C21)C2=CC(=NC=C2)C(C(=O)N(C)C)O (2-{4-[3-(2-methoxy-phenyl)-1H-pyrrolo[2,3-b]pyridin-5-yl]-pyridin-2-yl}-N,N-dimethyl-2-hydroxy-acetamide). Isolated yield 14.1%. As a reaction SMILES: [CH3:1][O:2][C:3]1[CH:8]=[CH:7][CH:6]=[CH:5][C:4]=1[C:9]1[C:17]2[C:12](=[N:13][CH:14]=[C:15]([C:18]3[CH:23]=[CH:22][N:21]=[C:20]([C:24](=[O:30])[C:25]([N:27]([CH3:29])[CH3:28])=[O:26])[CH:19]=3)[CH:16]=2)[N:11](S(C2C=CC(C)=CC=2)(=O)=O)[CH:10]=1.[OH-].[Na+].[BH4-].[Na+]>C(O)C>[CH3:1][O:2][C:3]1[CH:8]=[CH:7][CH:6]=[CH:5][C:4]=1[C:9]1[C:17]2[C:12](=[N:13][CH:14]=[C:15]([C:18]3[CH:23]=[CH:22][N:21]=[C:20]([CH:24]([OH:30])[C:25]([N:27]([CH3:29])[CH3:28])=[O:26])[CH:19]=3)[CH:16]=2)[NH:11][CH:10]=1 |f:1.2,3.4|. Reported procedure: 2-{4-[3-(2-Methoxy-phenyl)-1-(toluene-4-sulfonyl)-1H-pyrrolo[2,3-b]pyridin-5-yl]-pyridin-2-yl}-N,N-dimethyl-2-oxo-acetamide (100 mg, 0.18 mmol) was dissolved in ethanol (2.0 mL) and treated with 4 N aqueous sodium hydroxide (49.6 μL, 0.198 mmol). After 4 h, an additional 22.5 μL (0.09 mmol) 4 N aqueous sodium hydroxide was added. After 19 h, sodium borohydride (7.5 mg, 0.198 mmol) was added to the mixture at 0° C. After 55 min., the mixture was concentrated in vacuo and purified by preparative H... The reactants are S=C(Cl)Cl, CSc1ccc(-c2ccccc2)c(N)c1, C1COCCO1, O. Yields the product CSc1ccc(-c2ccccc2)c(N=C=S)c1. As a reaction SMILES: [Cl:16][C:17]([Cl:18])=[S:19].[NH2:1][c:2]1[c:3](-[c:10]2[cH:11][cH:12][cH:13][cH:14][cH:15]2)[cH:4][cH:5][c:6]([S:8][CH3:9])[cH:7]1.[O:20]1[CH2:21][CH2:22][O:23][CH2:24][CH2:25]1.[OH2:26]>>[N:1]([c:2]1[c:3](-[c:10]2[cH:11][cH:12][cH:13][cH:14][cH:15]2)[cH:4][cH:5][c:6]([S:8][CH3:9])[cH:7]1)=[C:17]=[S:19].